From a dataset of the Open Reaction Database (ORD), a public repository of structured organic reaction records. describe an organic reaction: reactants, conditions, products, and yield Starting materials: BrC1=CC(=C(C=C1)N1C(N(N=C1CC1CN(C1)C(CC)=O)C(CC)=O)=O)F (4-(4-bromo-2-fluorophenyl)-2-propanoyl-5-[(1-propanoyl-3-azetidinyl)methyl]-2,4-dihydro-3H-1,2,4-triazol-3-one), N1=CC=CC2=CC=C(C=C12)B(O)O (7-quinoline boronic acid), C(C)O (ethanol). The solvent is O1CCOCC1 (1,4-dioxane), C([O-])([O-])=O.[K+].[K+] (potassium carbonate), ClCCl (dichloromethane). Reaction conditions: temperature 100 celsius, time 1 hour. The product is FC1=C(C=CC(=C1)C1=CC=C2C=CC=NC2=C1)N1C(NN=C1CC1CN(C1)C(CC)=O)=O (4-[2-fluoro-4-(7-quinolinyl)phenyl]-5-[(1-propanoyl-3-azetidinyl)methyl]-2,4-dihydro-3H-1,2,4-triazol-3-one). Reaction SMILES: Br[C:2]1[CH:7]=[CH:6][C:5]([N:8]2[C:12]([CH2:13][CH:14]3[CH2:17][N:16]([C:18](=[O:21])[CH2:19][CH3:20])[CH2:15]3)=[N:11][N:10](C(=O)CC)[C:9]2=[O:26])=[C:4]([F:27])[CH:3]=1.[N:28]1[C:37]2[C:32](=[CH:33][CH:34]=[C:35](B(O)O)[CH:36]=2)[CH:31]=[CH:30][CH:29]=1.C(O)C>O1CCOCC1.C(=O)([O-])[O-].[K+].[K+].ClCCl>[F:27][C:4]1[CH:3]=[C:2]([C:35]2[CH:36]=[C:37]3[C:32]([CH:31]=[CH:30][CH:29]=[N:28]3)=[CH:33][CH:34]=2)[CH:7]=[CH:6][C:5]=1[N:8]1[C:12]([CH2:13][CH:14]2[CH2:15][N:16]([C:18](=[O:21])[CH2:19][CH3:20])[CH2:17]2)=[N:11][NH:10][C:9]1=[O:26] |f:4.5.6|. Procedure details: In a microwave vial purged with nitrogen, a mixture of 4-(4-bromo-2-fluorophenyl)-2-propanoyl-5-[(1-propanoyl-3-azetidinyl)methyl]-2,4-dihydro-3H-1,2,4-triazol-3-one (0.37 mmol), 1,1′-bis(diphenylphosphino)ferrocene-palladium(II)dichloride dichloromethane complex (0.02 mmol) and 7-quinoline boronic acid (0.39 mmol) in 1,4-dioxane (2 mL) and 2M aq potassium carbonate (2 mL) was stirred at 100° C. in an oil bath for 1 h. The reaction was cooled to room temperature and the layers were separated. Th... The reactants are CCCCCC.C(CCC)[Li] (n-butyllithium hexane), C(C1=CC=CC=C1)(=O)C1=CC=CC=C1 (benzophenone), CN(C=1C(=CC=CC1)C)C (N,N-dimethyl-o-toluidine), CC(=C)C1=CC=CC=C1 (α-methylstyrene), COC1CCCC1 (cyclopentyl methyl ether), C(C)(=O)O (acetic acid). Solvent: C(C)OCC (diethyl ether), O (water), C(C)OCC (diethyl ether), CCCCCC (hexane). Conditions: time 13 hour. The product is CN(C1=C(C=CC=C1)CC(O)(C1=CC=CC=C1)C1=CC=CC=C1)C (2-(2-(dimethylamino)phenyl)-1,1-diphenylethanol). Reaction SMILES: [CH3:1][N:2]([CH3:10])[C:3]1[C:4]([CH3:9])=[CH:5][CH:6]=[CH:7][CH:8]=1.CC(C1C=CC=CC=1)=C.COC1CCCC1.CCCCCC.C([Li])CCC.[C:38]([C:46]1[CH:51]=[CH:50][CH:49]=[CH:48][CH:47]=1)(=[O:45])[C:39]1[CH:44]=[CH:43][CH:42]=[CH:41][CH:40]=1.C(O)(=O)C>O.C(OCC)C.CCCCCC>[CH3:1][N:2]([CH3:10])[C:3]1[CH:8]=[CH:7][CH:6]=[CH:5][C:4]=1[CH2:9][C:38]([C:39]1[CH:44]=[CH:43][CH:42]=[CH:41][CH:40]=1)([C:46]1[CH:51]=[CH:50][CH:49]=[CH:48][CH:47]=1)[OH:45] |f:3.4|. Reported procedure: In a 30 ml Schlenk flask, 0.514 g (3.80 mmol) of N,N-dimethyl-o-toluidine, 0.898 g (7.60 mmol) of α-methylstyrene, 6.60 g of hexane and 4.43 ml (38.0 mmol) of cyclopentyl methyl ether were placed. Then, 4.78 ml (7.60 mmol) of a 1.59M n-butyllithium hexane solution was dropwise added at 25° C., and the mixture was stirred for 13 hours. To the reaction mixture, a diethyl ether solution containing 1.34 g (7.50 mmol) of benzophenone was dropwise added, and the mixture was stirred for 30 minutes. The... Reactants: O=C1NC(=O)c2c(CCCCCCCBr)cccc21, C1COCCN1, CC#N. The product is O=C1NC(=O)c2c(CCCCCCCC3CNCCO3)cccc21. Reaction SMILES: [Br:1][CH2:2][CH2:3][CH2:4][CH2:5][CH2:6][CH2:7][CH2:8][c:9]1[c:10]2[c:11]([cH:17][cH:18][cH:19]1)[C:12](=[O:13])[NH:14][C:15]2=[O:16].[CH2:20]1[CH2:21][O:22][CH2:23][CH2:24][NH:25]1.[CH3:26][C:27]#[N:28]>>[CH2:2]([CH2:3][CH2:4][CH2:5][CH2:6][CH2:7][CH2:8][c:9]1[c:10]2[c:11]([cH:17][cH:18][cH:19]1)[C:12](=[O:13])[NH:14][C:15]2=[O:16])[CH:21]1[CH2:20][NH:25][CH2:24][CH2:23][O:22]1. The reactants are NC1=CC=CC2=C1N(CCN(C2=O)C)C (9-Amino-1,4-dimethyl-1,2,3,4-tetrahydro-benzo[e][1,4]diazepin-5-one), ClC1=NC=C(C(=N1)NC1=C(C=CC=C1)S(=O)(=O)NC)Cl (2-(2,5-Dichloro-pyrimidin-4-ylamino)-N-methyl-benzenesulfonamide), Cl (HCl). The solvent is C(C)(C)O (isopropanol), O1CCOCC1 (dioxane), C(Cl)Cl (CH2Cl2). Reaction conditions: temperature 120 celsius. The product is ClC=1C(=NC(=NC1)NC1=CC=CC2=C1N(CCN(C2=O)C)C)NC2=C(C=CC=C2)S(=O)(=O)NC (2-[5-Chloro-2-(1,4-dimethyl-5-oxo-2,3,4,5-tetrahydro-1H-benzo[e][1,4]diazepin-9-ylamino)-pyrimidin-4-ylamino]-N-methyl-benzenesulfonamide). The yield is 54.0%. RXN SMILES: [NH2:1][C:2]1[C:7]2[N:8]([CH3:15])[CH2:9][CH2:10][N:11]([CH3:14])[C:12](=[O:13])[C:6]=2[CH:5]=[CH:4][CH:3]=1.Cl[C:17]1[N:22]=[C:21]([NH:23][C:24]2[CH:29]=[CH:28][CH:27]=[CH:26][C:25]=2[S:30]([NH:33][CH3:34])(=[O:32])=[O:31])[C:20]([Cl:35])=[CH:19][N:18]=1.Cl>C(O)(C)C.O1CCOCC1.C(Cl)Cl>[Cl:35][C:20]1[C:21]([NH:23][C:24]2[CH:29]=[CH:28][CH:27]=[CH:26][C:25]=2[S:30]([NH:33][CH3:34])(=[O:32])=[O:31])=[N:22][C:17]([NH:1][C:2]2[C:7]3[N:8]([CH3:15])[CH2:9][CH2:10][N:11]([CH3:14])[C:12](=[O:13])[C:6]=3[CH:5]=[CH:4][CH:3]=2)=[N:18][CH:19]=1. Reported procedure: 9-Amino-1,4-dimethyl-1,2,3,4-tetrahydro-benzo[e][1,4]diazepin-5-one (#) (50 mg, 0.24 mmol) and 2-(2,5-Dichloro-pyrimidin-4-ylamino)-N-methyl-benzenesulfonamide (#) (89 mg, 0.27 mmol) were combined in isopropanol (1 mL). 4 N HCl in dioxane (67 μL) was added, and the resulting mixture was heated to 120° C. in the microwave for 40 min. The resulting solution was diluted with CH2Cl2 (50 ml) washed with saturated aqueous NaHCO3 (2×50 ml), dried over MgSO4, filtered, and concentrated. The resulting re... The reactants are [H-], [Na+], CN(C)C=O, ClC(c1ccccc1)(c1ccccc1)c1ccccc1, c1c[nH]cn1. The product is c1ccc(C(c2ccccc2)(c2ccccc2)n2ccnc2)cc1. RXN SMILES: [H-:6].[Na+:7].[O:28]=[CH:29][N:30]([CH3:31])[CH3:32].[c:8]1([C:14]([c:15]2[cH:16][cH:17][cH:18][cH:19][cH:20]2)([c:21]2[cH:22][cH:23][cH:24][cH:25][cH:26]2)[Cl:27])[cH:9][cH:10][cH:11][cH:12][cH:13]1.[nH:1]1[cH:2][n:3][cH:4][cH:5]1>>[n:1]1([C:14]([c:8]2[cH:9][cH:10][cH:11][cH:12][cH:13]2)([c:15]2[cH:16][cH:17][cH:18][cH:19][cH:20]2)[c:21]2[cH:22][cH:23][cH:24][cH:25][cH:26]2)[cH:2][n:3][cH:4][cH:5]1. Starting materials: C(C)C=1CCC(C(N1)C1=CC=CC=C1)[N+](=O)[O-] (6-Ethyl-3-nitro-2-phenyl-2,3,4,5-tetrahydro-pyridine), C[Si](C)(C)[N-][Si](C)(C)C.[Li+] (lithium bis(trimethylsilyl)amide). Run in C1CCOC1 (THF), C1CCOC1 (THF). Conditions: temperature -78 celsius, time 20 minute. Yields the product C(C)C=1CC[C@@H]([C@@H](N1)C1=CC=CC=C1)[N+](=O)[O-] (Cis-6-Ethyl-3-nitro-2-phenyl-2,3,4,5-tetrahydro-pyridine). As a reaction SMILES: [CH2:1]([C:3]1[CH2:4][CH2:5][CH:6]([N+:15]([O-:17])=[O:16])[CH:7]([C:9]2[CH:14]=[CH:13][CH:12]=[CH:11][CH:10]=2)[N:8]=1)[CH3:2].C[Si]([N-][Si](C)(C)C)(C)C.[Li+]>C1COCC1>[CH2:1]([C:3]1[CH2:4][CH2:5][C@H:6]([N+:15]([O-:17])=[O:16])[C@H:7]([C:9]2[CH:10]=[CH:11][CH:12]=[CH:13][CH:14]=2)[N:8]=1)[CH3:2] |f:1.2|. Procedure: To a flame dried round bottomed flask under nitrogen was added 250 mg (1.07 mmol) 6-Ethyl-3-nitro-2-phenyl-2,3,4,5-tetrahydro-pyridine as a mixture of cis and trans isomers and 5 ml of anhydrous THF (TLC rf.=Trans 0.6; Cis 0.4; eluting solvent hexane:ethylacetate/50:50). The reaction mixture was cooled to −78° C. and 1.07 ml (1.07 mmol) of 1N lithium bis(trimethylsilyl)amide solution in THF was introduced. The reaction mixture was stirred for 20 min, and then quenched directly into a well stirre... Reactants: COC1=C(C(=CC(=C1)COC)OC)C=1N2C(SC1)=C(C(=N2)OC)N(C2CCOCC2)CC2C(C2)C (3-[2,6-dimethoxy-4-(methoxymethyl)phenyl]-6-methoxy-N-[(2-methylcyclopropyl)methyl]-N-(tetrahydro-2H-pyran-4-yl)pyrazolo[5,1-b][1,3]thiazole-7-amine), CS(=O)(=O)O (methanesulfonic acid). Run in C(C)(=O)OCC (ethyl acetate). Reaction conditions: time 1 hour. Product: CS(=O)(=O)O.COC1=C(C(=CC(=C1)COC)OC)C=1N2C(SC1)=C(C(=N2)OC)N(C2CCOCC2)CC2C(C2)C (3-[2,6-Dimethoxy-4-(methoxymethyl)phenyl]-6-methoxy-N-[(2-methylcyclopropyl)methyl]-N-(tetrahydro-2H-pyran-4-yl)pyrazolo[5,1-b][1,3]thiazole-7-amine methanesulfonate). RXN SMILES: [CH3:1][O:2][C:3]1[CH:8]=[C:7]([CH2:9][O:10][CH3:11])[CH:6]=[C:5]([O:12][CH3:13])[C:4]=1[C:14]1[N:15]2[N:21]=[C:20]([O:22][CH3:23])[C:19]([N:24]([CH2:31][CH:32]3[CH2:34][CH:33]3[CH3:35])[CH:25]3[CH2:30][CH2:29][O:28][CH2:27][CH2:26]3)=[C:16]2[S:17][CH:18]=1.[CH3:36][S:37]([OH:40])(=[O:39])=[O:38]>C(OCC)(=O)C>[CH3:36][S:37]([OH:40])(=[O:39])=[O:38].[CH3:13][O:12][C:5]1[CH:6]=[C:7]([CH2:9][O:10][CH3:11])[CH:8]=[C:3]([O:2][CH3:1])[C:4]=1[C:14]1[N:15]2[N:21]=[C:20]([O:22][CH3:23])[C:19]([N:24]([CH2:31][CH:32]3[CH2:34][CH:33]3[CH3:35])[CH:25]3[CH2:26][CH2:27][O:28][CH2:29][CH2:30]3)=[C:16]2[S:17][CH:18]=1 |f:3.4|. Procedure: To a mixture of 3-[2,6-dimethoxy-4-(methoxymethyl)phenyl]-6-methoxy-N-[(2-methylcyclopropyl)methyl]-N-(tetrahydro-2H-pyran-4-yl)pyrazolo[5,1-b][1,3]thiazole-7-amine (14.6 mg) and ethyl acetate (0.5 mL) was added methanesulfonic acid (1.90 μL). The mixture was stirred at room temperature for 1 hour and the solvent was removed by blowing nitrogen stream and dried to obtain the title compound (17.4 mg). Reactants: C(C)(C)C1=C(NC2=CC(=CC=C12)CN1CCN(CC1)C)C1=C(N=NC(=C1)C1=CC=NC=C1)OC (3-Isopropyl-2-(3-methoxy-6-pyridin-4-yl-pyridazin-4-yl)-6-(4-methyl-piperazin-1-ylmethyl)-1H-indole), [OH-].[Na+] (sodium hydroxide). Solvent: C(C)O (ethanol). Reaction conditions: temperature 150 celsius. The product is C(C(C)C)C1=C(NC2=CC(=CC=C12)CN1CCN(CC1)C)C=1C(NN=C(C1)C1=CC=NC=C1)=O (4-[3-isobutyl-6-(4-methyl-piperazin-1-ylmethyl)-1H-indol-2-yl]-6-pyridin-4-yl-2H-pyridazin-3-one). Isolated yield 41.0%. As a reaction SMILES: C([C:4]1[C:12]2[C:7](=[CH:8][C:9]([CH2:13][N:14]3[CH2:19][CH2:18][N:17]([CH3:20])[CH2:16][CH2:15]3)=[CH:10][CH:11]=2)[NH:6][C:5]=1[C:21]1[CH:26]=[C:25]([C:27]2[CH:32]=[CH:31][N:30]=[CH:29][CH:28]=2)[N:24]=[N:23][C:22]=1OC)(C)C.[OH-:35].[Na+]>C(O)C>[CH2:8]([C:4]1[C:12]2[C:7](=[CH:8][C:9]([CH2:13][N:14]3[CH2:15][CH2:16][N:17]([CH3:20])[CH2:18][CH2:19]3)=[CH:10][CH:11]=2)[NH:6][C:5]=1[C:21]1[C:22](=[O:35])[NH:23][N:24]=[C:25]([C:27]2[CH:32]=[CH:31][N:30]=[CH:29][CH:28]=2)[CH:26]=1)[CH:9]([CH3:13])[CH3:10] |f:1.2|. Reported procedure: 98 mg 3-Isopropyl-2-(3-methoxy-6-pyridin-4-yl-pyridazin-4-yl)-6-(4-methyl-piperazin-1-ylmethyl)-1H-indole are dissolved in 1.23 mL ethanol. 1.18 mL 1 N aqueous sodium hydroxide are added. The reaction mixture is heated to 150° C. in a microwave oven for 15 minutes. Purification by HPLC affords 39 mg (41%) 4-[3-isobutyl-6-(4-methyl-piperazin-1-ylmethyl)-1H-indol-2-yl]-6-pyridin-4-yl-2H-pyridazin-3-one as its trifluoroacetate salt. Reactants: C(C)(C)(C)OC(=O)N1[C@@H](C[C@H](C1)SC(C1=CC=CC=C1)(C1=CC=CC=C1)C1=CC=CC=C1)COCC1=C(C=C(C(=C1)F)F)F ((2S,4R)-2-(2,4,5-Trifluoro-benzyloxymethyl)-4-tritylsulfanyl-pyrrolidine-1-carboxylic acid tert-butyl ester), C(=O)(C(F)(F)F)O (TFA). Run in C(Cl)Cl (CH2Cl2). Yields the product FC1=C(COC[C@H]2NC[C@@H](C2)SC(C2=CC=CC=C2)(C2=CC=CC=C2)C2=CC=CC=C2)C=C(C(=C1)F)F ((2S,4R)-2-(2,4,5-Trifluoro-benzyloxymethyl)-4-tritylsulfanyl-pyrrolidine). The yield is 99.0%. As a reaction SMILES: C(OC([N:8]1[CH2:12][C@H:11]([S:13][C:14]([C:27]2[CH:32]=[CH:31][CH:30]=[CH:29][CH:28]=2)([C:21]2[CH:26]=[CH:25][CH:24]=[CH:23][CH:22]=2)[C:15]2[CH:20]=[CH:19][CH:18]=[CH:17][CH:16]=2)[CH2:10][C@H:9]1[CH2:33][O:34][CH2:35][C:36]1[CH:41]=[C:40]([F:42])[C:39]([F:43])=[CH:38][C:37]=1[F:44])=O)(C)(C)C.C(O)(C(F)(F)F)=O>C(Cl)Cl>[F:44][C:37]1[CH:38]=[C:39]([F:43])[C:40]([F:42])=[CH:41][C:36]=1[CH2:35][O:34][CH2:33][C@@H:9]1[CH2:10][C@@H:11]([S:13][C:14]([C:15]2[CH:16]=[CH:17][CH:18]=[CH:19][CH:20]=2)([C:27]2[CH:32]=[CH:31][CH:30]=[CH:29][CH:28]=2)[C:21]2[CH:22]=[CH:23][CH:24]=[CH:25][CH:26]=2)[CH2:12][NH:8]1. Procedure details: A solution of 9.37 g (15.11 mmol) (2S,4R)-2-(2,4,5-Trifluoro-benzyloxymethyl)-4-tritylsulfanyl-pyrrolidine-1-carboxylic acid tert-butyl ester in 30 ml CH2Cl2 was treated at −20° C. with 34 ml TFA and warmed up to RT during 5.5 h. The reaction was evaporated and treated with aqueous sat NaHCO3 solution/EtOAc (3×) to give 7.77 g (quantitative) (2S,4R)-2-(2,4,5-Trifluoro-benzyloxymethyl)-4-tritylsulfanyl-pyrrolidine, MS: 520 (M).